describe an organic reaction: reactants, conditions, products, and yield From a dataset of the Open Reaction Database (ORD), a public repository of structured organic reaction records. Starting materials: NC1=CC=C(C=C1)C1=NNC(CC2=C1C=C1C(=C2)OCO1)=O (1-(4-aminophenyl)-7,8-methylenedioxy-3,5-dihydro-2,3-benzodiazepin-4(4H)-one), IC(C)C (2-iodopropane). Run in CCOC(=O)C (EtOAc), CN(C)C=O (DMF). Reaction conditions: temperature 65 celsius, time 2 day. Product: C(C)(C)NC1=CC=C(C=C1)C1=NNC(CC2=C1C=C1C(=C2)OCO1)=O (1-[4-(Isopropylamino)phenyl]-7,8-methylenedioxy-3,5-dihydro-2,3-benzodiazepin-4(4H)-one). The yield is 48.3%. RXN SMILES: [NH2:1][C:2]1[CH:7]=[CH:6][C:5]([C:8]2[C:14]3[CH:15]=[C:16]4[O:21][CH2:20][O:19][C:17]4=[CH:18][C:13]=3[CH2:12][C:11](=[O:22])[NH:10][N:9]=2)=[CH:4][CH:3]=1.I[CH:24]([CH3:26])[CH3:25]>CN(C=O)C.CCOC(C)=O>[CH:24]([NH:1][C:2]1[CH:7]=[CH:6][C:5]([C:8]2[C:14]3[CH:15]=[C:16]4[O:21][CH2:20][O:19][C:17]4=[CH:18][C:13]=3[CH2:12][C:11](=[O:22])[NH:10][N:9]=2)=[CH:4][CH:3]=1)([CH3:26])[CH3:25]. Reported procedure: To a solution of 1-(4-aminophenyl)-7,8-methylenedioxy-3,5-dihydro-2,3-benzodiazepin-4(4H)-one (110 mg, 0.373 mmol) in DMF (3 mL) was added 2-iodopropane (290 μL, 2.91 mmol). The mixture was stirred at 65° C. for two days, diluted with EtOAc (45 mL), washed with water and brine, dried over Na2SO4 and concentrated in vacuo. The residue was purified by chromatography to afford the title compound as a tan solid (60 mg, 0.18 mmol, 48%), mp: 144°-146° C. 1H NMR (CDCl3) 8.20 (s, 1H), 7.41 (d, J=8.5, 2H...